This data is from the Open Reaction Database (ORD), a public repository of structured organic reaction records. The task is: describe an organic reaction: reactants, conditions, products, and yield RXN SMILES: [Cl:1][C:2]1[C:7]([O:8][C:9]2[CH:10]=[C:11]([CH:15]=[C:16]([C:18]#[N:19])[CH:17]=2)[C:12]([OH:14])=[O:13])=[C:6]([F:20])[C:5]([CH2:21][NH:22][C:23]([C:25]2[N:29](COCC[Si](C)(C)C)[CH:28]=[N:27][C:26]=2[Cl:38])=[O:24])=[CH:4][CH:3]=1.C(O)(C(F)(F)F)=O>C(Cl)Cl>[Cl:1][C:2]1[C:7]([O:8][C:9]2[CH:10]=[C:11]([CH:15]=[C:16]([C:18]#[N:19])[CH:17]=2)[C:12]([OH:14])=[O:13])=[C:6]([F:20])[C:5]([CH2:21][NH:22][C:23]([C:25]2[NH:29][CH:28]=[N:27][C:26]=2[Cl:38])=[O:24])=[CH:4][CH:3]=1. Run in C(Cl)Cl (DCM). Starting materials: ClC1=CC=C(C(=C1OC=1C=C(C(=O)O)C=C(C1)C#N)F)CNC(=O)C1=C(N=CN1COCC[Si](C)(C)C)Cl (3-({6-chloro-3-[({[4-chloro-1-({[2-(trimethylsilyl)ethyl]oxy}methyl)-1H-imidazol-5-yl]carbonyl}amino)methyl]-2-fluorophenyl}oxy)-5-cyanobenzoic acid), C(=O)(C(F)(F)F)O (TFA). Isolated yield 85.6%. Conditions: time 30 minute. Procedure details: To a solution of 3-({6-chloro-3-[({[4-chloro-1-({[2-(trimethylsilyl)ethyl]oxy}methyl)-1H-imidazol-5-yl]carbonyl}amino)methyl]-2-fluorophenyl}oxy)-5-cyanobenzoic acid (30 mg, 0.052 mmol) in DCM (2 ml) was added TFA (2 ml). The mixture was stirred for 30 min and the solvent was removed under vacuum. The crude product was purified by Reverse Phase HPLC (MeCN/water 0.1% formic acid) to give 20 mg (86%) of the title compound as a white solid. 1H NMR (400 MHz, methanol-d4) δ ppm 8.02 (s, 1H) 7.58-7.79... Yields the product ClC1=CC=C(C(=C1OC=1C=C(C(=O)O)C=C(C1)C#N)F)CNC(=O)C1=C(N=CN1)Cl (3-{[6-chloro-3-({[(4-chloro-1H-imidazol-5-yl)carbonyl]amino}methyl)-2-fluorophenyl]oxy}-5-cyanobenzoic acid). RXN SMILES: [CH3:15][c:16]1[cH:17][c:18]([CH2:19][NH2:20])[cH:21][cH:22][cH:23]1.[CH3:24][C:25](=[O:26])[OH:27].[CH3:29][OH:30].[O:1]=[C:2]1[CH2:3][CH2:4][N:5]([C:8](=[O:9])[O:10][C:11]([CH3:12])([CH3:13])[CH3:14])[CH2:6][CH2:7]1.[OH2:28]>>[CH:2]1([NH:20][CH2:19][c:18]2[cH:17][c:16]([CH3:15])[cH:23][cH:22][cH:21]2)[CH2:3][CH2:4][N:5]([C:8](=[O:9])[O:10][C:11]([CH3:12])([CH3:13])[CH3:14])[CH2:6][CH2:7]1. Yields the product Cc1cccc(CNC2CCN(C(=O)OC(C)(C)C)CC2)c1. The reactants are Cc1cccc(CN)c1, CC(=O)O, CO, CC(C)(C)OC(=O)N1CCC(=O)CC1, O. The reactants are Cl.CC=1C=C2C3=C(NC2=CC1)C(NCC3)CC3=CC=CC1=CC=CC=C31 ((+/-) 6-methyl-1-(1-naphthalenylmethyl)-1,2,3,4-tetrahydro-9H-pyrido[3,4-b]indole hydrochloride), Cl.C1(CCCCC1)C1=CC=C2NC=C(CCN)C2=C1 (5-cyclohexyltryptamine hydrochloride). Solvent: Cl (HCl). Product: Cl.C1(CCCCC1)C=1C=C2C3=C(NC2=CC1)C(NCC3)CC3=CC=CC1=CC=CC=C31 ((+/-) 6-cyclohexyl-1-(1-naphthalenylmethyl)-1,2,3,4-tetrahydro-9H-pyrido[3,4-b]indole hydrochloride). Yield: 34.9%. RXN SMILES: [ClH:1].[CH3:2][C:3]1[CH:4]=[C:5]2[C:9](=[CH:10][CH:11]=1)[NH:8][C:7]1[CH:12]([CH2:16][C:17]3[C:26]4[C:21](=[CH:22][CH:23]=[CH:24][CH:25]=4)[CH:20]=[CH:19][CH:18]=3)[NH:13][CH2:14][CH2:15][C:6]2=1.Cl.[CH:28]1(C2C=C3C(NC=C3CCN)=CC=2)[CH2:33][CH2:32]C[CH2:30][CH2:29]1>Cl>[ClH:1].[CH:2]1([C:3]2[CH:4]=[C:5]3[C:9](=[CH:10][CH:11]=2)[NH:8][C:7]2[CH:12]([CH2:16][C:17]4[C:26]5[C:21](=[CH:22][CH:23]=[CH:24][CH:25]=5)[CH:20]=[CH:19][CH:18]=4)[NH:13][CH2:14][CH2:15][C:6]3=2)[CH2:32][CH2:33][CH2:28][CH2:29][CH2:30]1 |f:0.1,2.3,5.6|. Reported procedure: A suspension of azalactone (prepared as described in Example 5) (1.09 g, 4.59 mmol) and 5-cyclohexyltryptamine hydrochloride (1.28 g, 4.59 mmol) in 1N HCl (70 mL) was heated to reflux for 14 hours under nitrogen atmosphere. The reaction mixture was cooled to ambient temperature and the crude product isolated by filtration. The solid was recrystallized from ethanol (2X) to afford 690 mg of desired product as a pale solid hydrochloride salt. Solvent: CN(C=O)C (dimethylformamide). Reaction conditions: temperature 25 celsius, time 15 minute. Yields the product ClC1=CC=C(C=C1)SCC1N(CCCC1)S(=O)(=O)C1=CC=CC=C1 (2-[[(4-Chlorophenyl)thio]methyl]-1-phenylsulfonylpiperidine). Procedure details: A mixture of 280 g (1.94 mole) of p-chlorothiophenol and 120 ml of 50% sodium hydroxide in 1 liter of dimethylformamide was stirred for 15 min at 25° C. One mole of 2-chloromethyl-1-(phenylsulfonyl)piperidine was added and the solution was stirred at 60° C. for 65 hr. The mixture was quenched in water and the aqueous mixture was extracted with methylene chloride. The methylene chloride solution was extracted with several portions of dilute sodium hydroxide and evaporated in vacuo to give an oil.... Reaction SMILES: [Cl:1][C:2]1[CH:7]=[CH:6][C:5]([SH:8])=[CH:4][CH:3]=1.[OH-].[Na+].Cl[CH2:12][CH:13]1[CH2:18][CH2:17][CH2:16][CH2:15][N:14]1[S:19]([C:22]1[CH:27]=[CH:26][CH:25]=[CH:24][CH:23]=1)(=[O:21])=[O:20]>CN(C)C=O>[Cl:1][C:2]1[CH:7]=[CH:6][C:5]([S:8][CH2:12][CH:13]2[CH2:18][CH2:17][CH2:16][CH2:15][N:14]2[S:19]([C:22]2[CH:27]=[CH:26][CH:25]=[CH:24][CH:23]=2)(=[O:21])=[O:20])=[CH:4][CH:3]=1 |f:1.2|. Reactants: ClC1=CC=C(C=C1)S (p-chlorothiophenol), [OH-].[Na+] (sodium hydroxide), ClCC1N(CCCC1)S(=O)(=O)C1=CC=CC=C1 (2-chloromethyl-1-(phenylsulfonyl)piperidine). The reactants are TEA, ClC1=C(C=C(C#N)C=C1N1C(CNCC1)=O)[N+](=O)[O-] (4-chloro-3-nitro-5-(2-oxopiperazin-1-yl)benzonitrile), O(C(=O)OC(C)(C)C)C(=O)OC(C)(C)C (BOC2O). Run in C(Cl)Cl (DCM), C1CCOC1 (THF). Run at time 2 hour. The product is NC=1C(=C(C=C(C1)C#N)N1C(CN(CC1)C(=O)OC(C)(C)C)=O)Cl (tert-butyl 4-(3-amino-2-chloro-5-cyanophenyl)-3-oxopiperazine-1-carboxylate). Reaction SMILES: [Cl:1][C:2]1[C:9]([N:10]2[CH2:15][CH2:14][NH:13][CH2:12][C:11]2=[O:16])=[CH:8][C:5]([C:6]#[N:7])=[CH:4][C:3]=1[N+:17]([O-])=O.[O:20](C(OC(C)(C)C)=O)[C:21]([O:23][C:24]([CH3:27])([CH3:26])[CH3:25])=O>C1COCC1.C(Cl)Cl>[NH2:17][C:3]1[C:2]([Cl:1])=[C:9]([N:10]2[CH2:15][CH2:14][N:13]([C:21]([O:23][C:24]([CH3:27])([CH3:26])[CH3:25])=[O:20])[CH2:12][C:11]2=[O:16])[CH:8]=[C:5]([C:6]#[N:7])[CH:4]=1. Procedure: This amine was dissolved in THF (2.000 mL) and DCM (2.000 mL), then TEA (0.030 mL, 0.214 mmol) was added followed by BOC2O (0.033 mL, 0.143 mmol). After stirring at room temperature for 2 h, LC-MS indicated completion, it was concentrated and purification via flash chromatography (0-10% MeOH in DCM, 12 g) gave tert-butyl 4-(3-amino-2-chloro-5-cyanophenyl)-3-oxopiperazine-1-carboxylate (20 mg) as an off-white solid.